From a dataset of the Open Reaction Database (ORD), a public repository of structured organic reaction records. describe an organic reaction: reactants, conditions, products, and yield Starting materials: O=C([O-])[O-], CC1C(O)CC2CC1C2(C)C, Cc1ccccc1, [Cs+], [Cs+], I[Cu]I, CCOC(=O)c1ccc(I)cc1, c1cnc2c(c1)ccc1cccnc12. Product: CCOC(=O)c1ccc(OC2CC3CC(C2C)C3(C)C)cc1. Reaction SMILES: [C:38](=[O:39])([O-:40])[O-:41].[CH3:13][CH:14]1[CH:15]2[C:16]([CH3:22])([CH3:23])[CH:17]([CH2:18][CH:19]1[OH:20])[CH2:21]2.[CH3:44][c:45]1[cH:46][cH:47][cH:48][cH:49][cH:50]1.[Cs+:42].[Cs+:43].[Cu:51]([I:52])[I:53].[I:1][c:2]1[cH:3][cH:4][c:5]([C:6](=[O:7])[O:8][CH2:9][CH3:10])[cH:11][cH:12]1.[cH:24]1[cH:25][c:26]2[cH:27][cH:28][c:29]3[c:30]([c:31]2[n:32][cH:33]1)[n:34][cH:35][cH:36][cH:37]3>>[c:2]1([O:20][CH:19]2[CH:14]([CH3:13])[CH:15]3[C:16]([CH3:22])([CH3:23])[CH:17]([CH2:18]2)[CH2:21]3)[cH:3][cH:4][c:5]([C:6](=[O:7])[O:8][CH2:9][CH3:10])[cH:11][cH:12]1. Reactants: NC1=C(C=C(C(=O)OC)C=C1)CO (Methyl 4-amino-3-hydroxymethylbenzoate), O=CC(Cl)(Cl)Cl (chloral). Run in C(C)(=O)OCC (ethyl acetate). Conditions: time 5 minute. Yields the product ClC(C1OCC2=C(N1)C=CC(=C2)C(=O)OC)(Cl)Cl (methyl 1,2-dihydro-2-trichloromethyl-4H-benzo[d]-[1,3]-oxazine-6-carboxylate). RXN SMILES: [NH2:1][C:2]1[CH:11]=[CH:10][C:5]([C:6]([O:8][CH3:9])=[O:7])=[CH:4][C:3]=1[CH2:12][OH:13].O=[CH:15][C:16]([Cl:19])([Cl:18])[Cl:17]>C(OCC)(=O)C>[Cl:17][C:16]([Cl:19])([Cl:18])[CH:15]1[NH:1][C:2]2[CH:11]=[CH:10][C:5]([C:6]([O:8][CH3:9])=[O:7])=[CH:4][C:3]=2[CH2:12][O:13]1. Procedure: Methyl 4-amino-3-hydroxymethylbenzoate (1 g.) and anhydrous chloral (1 ml.) were mixed together, initially with external ice-cooling, and then on a steam bath for 5 minutes. The product was dissolved in ethyl acetate (100 ml.) and the solution was washed with water (50 ml.), then dried. The solvent was evaporated, and the residue was crystallized from a mixture of ethyl acetate and petroleum ether (b.p. 60°-80 C.) to give methyl 1,2-dihydro-2-trichloromethyl-4H-benzo[d]-[1,3]-oxazine-6-carboxyla...